This data is from the Open Reaction Database (ORD), a public repository of structured organic reaction records. The task is: describe an organic reaction: reactants, conditions, products, and yield The reactants are Compound II, C1(=CC=CC2=CC=CC=C12)CNC(NOCC(=O)O)=O (2-(3-(naphthalen-1-ylmethyl)ureidooxy)acetic acid), N[C@H](C(=O)N([C@H](C(OCC)OCC)C)CC=1C2=C(SC1)C=CC=C2)CC(=O)NC(C2=CC=CC=C2)(C2=CC=CC=C2)C2=CC=CC=C2 ((S)-2-amino-N1-(benzo[b]thiophen-3-ylmethyl)-N1—((S)-1,1-diethoxy-propan-2-yl)-N4-tritylsuccinamide). Product: S1C2=C(C(=C1)CN(C([C@H](CC(NC(C1=CC=CC=C1)(C1=CC=CC=C1)C1=CC=CC=C1)=O)NC(CONC(=O)NCC1=CC=CC3=CC=CC=C13)=O)=O)[C@H](C(OCC)OCC)C)C=CC=C2 (1-(2-((S)-1-((benzo[b]thiophen-3-ylmethyl)((S)-1,1-diethoxypropan-2-yl)amino)-1,4-dioxo-4-(tritylamino)butan-2-ylamino)-2-oxoethoxy)-3-(naphthalen-1-ylmethyl)urea). Reaction SMILES: [C:1]1([CH2:11][NH:12][C:13](=[O:20])[NH:14][O:15][CH2:16][C:17]([OH:19])=O)[C:10]2[C:5](=[CH:6][CH:7]=[CH:8][CH:9]=2)[CH:4]=[CH:3][CH:2]=1.[NH2:21][C@@H:22]([CH2:45][C:46]([NH:48][C:49]([C:62]1[CH:67]=[CH:66][CH:65]=[CH:64][CH:63]=1)([C:56]1[CH:61]=[CH:60][CH:59]=[CH:58][CH:57]=1)[C:50]1[CH:55]=[CH:54][CH:53]=[CH:52][CH:51]=1)=[O:47])[C:23]([N:25]([CH2:35][C:36]1[C:37]2[CH:44]=[CH:43][CH:42]=[CH:41][C:38]=2[S:39][CH:40]=1)[C@@H:26]([CH3:34])[CH:27]([O:31][CH2:32][CH3:33])[O:28][CH2:29][CH3:30])=[O:24]>>[S:39]1[CH:40]=[C:36]([CH2:35][N:25]([C@@H:26]([CH3:34])[CH:27]([O:28][CH2:29][CH3:30])[O:31][CH2:32][CH3:33])[C:23](=[O:24])[C@@H:22]([NH:21][C:17](=[O:19])[CH2:16][O:15][NH:14][C:13]([NH:12][CH2:11][C:1]2[C:10]3[C:5](=[CH:6][CH:7]=[CH:8][CH:9]=3)[CH:4]=[CH:3][CH:2]=2)=[O:20])[CH2:45][C:46](=[O:47])[NH:48][C:49]([C:50]2[CH:51]=[CH:52][CH:53]=[CH:54][CH:55]=2)([C:62]2[CH:67]=[CH:66][CH:65]=[CH:64][CH:63]=2)[C:56]2[CH:57]=[CH:58][CH:59]=[CH:60][CH:61]=2)[C:37]2[CH:44]=[CH:43][CH:42]=[CH:41][C:38]1=2. Reported procedure: According to the procedure described in the synthesis method of Compound II-15, 2-(3-(naphthalen-1-ylmethyl)ureidooxy)acetic acid (Compound VI-12) 63 mg (0.23 mmol) was coupled with (S)-2-amino-N1-(benzo[b]thiophen-3-ylmethyl)-N1—((S)-1,1-diethoxy-propan-2-yl)-N4-tritylsuccinamide (Compound IV-21) 100 mg (0.15 mmol) to obtain the title compound. The reactants are CNC(=O)c1cnc(N2CCN(C)CC2)cc1-c1ccccc1C, C[Si](C)(C)[N-][Si](C)(C)C, FC(F)(F)c1cc(CBr)cc(C(F)(F)F)c1, [K+], C1CCOC1. Product: Cc1ccccc1-c1cc(N2CCN(C)CC2)ncc1C(=O)N(C)Cc1cc(C(F)(F)F)cc(C(F)(F)F)c1. RXN SMILES: [CH3:1][NH:2][C:3]([c:4]1[cH:5][n:6][c:7]([N:17]2[CH2:18][CH2:19][N:20]([CH3:23])[CH2:21][CH2:22]2)[cH:8][c:9]1-[c:10]1[c:11]([CH3:16])[cH:12][cH:13][cH:14][cH:15]1)=[O:24].[CH3:25][Si:26]([CH3:27])([CH3:28])[N-:29][Si:30]([CH3:31])([CH3:32])[CH3:33].[F:35][C:36]([c:37]1[cH:38][c:39]([CH2:40][Br:41])[cH:42][c:43]([C:45]([F:46])([F:47])[F:48])[cH:44]1)([F:49])[F:50].[K+:34].[O:51]1[CH2:52][CH2:53][CH2:54][CH2:55]1>>[CH3:1][N:2]([C:3]([c:4]1[cH:5][n:6][c:7]([N:17]2[CH2:18][CH2:19][N:20]([CH3:23])[CH2:21][CH2:22]2)[cH:8][c:9]1-[c:10]1[c:11]([CH3:16])[cH:12][cH:13][cH:14][cH:15]1)=[O:24])[CH2:40][c:39]1[cH:38][c:37]([C:36]([F:35])([F:49])[F:50])[cH:44][c:43]([C:45]([F:46])([F:47])[F:48])[cH:42]1. Reactants: CC=1N=CC(=NC1)NC1=NC=NC2=CC=C(C=C12)O (4-[(5-methylpyrazin-2-yl)amino]quinazolin-6-ol), C(C)OC(COC=1C=CC(=NC1)F)OCC (5-(2,2-diethoxyethoxy)-2-fluoropyridine), C(C)(C)N (isopropylamine). The product is C(C)(C)NCCOC=1C=CC(=NC1)OC=1C=C2C(=NC=NC2=CC1)NC1=NC=C(N=C1)C (6-({5-[2-(isopropylamino)ethoxy]pyridin-2-yl}oxy)-N-(5-methylpyrazin-2-yl)quinazoline-4-amine). Reaction SMILES: [CH3:1][C:2]1[N:3]=[CH:4][C:5]([NH:8][C:9]2[C:18]3[C:13](=[CH:14][CH:15]=[C:16]([OH:19])[CH:17]=3)[N:12]=[CH:11][N:10]=2)=[N:6][CH:7]=1.C(O[CH:23](OCC)[CH2:24][O:25][C:26]1[CH:27]=[CH:28][C:29](F)=[N:30][CH:31]=1)C.[CH:36]([NH2:39])([CH3:38])[CH3:37]>>[CH:36]([NH:39][CH2:23][CH2:24][O:25][C:26]1[CH:27]=[CH:28][C:29]([O:19][C:16]2[CH:17]=[C:18]3[C:13](=[CH:14][CH:15]=2)[N:12]=[CH:11][N:10]=[C:9]3[NH:8][C:5]2[CH:4]=[N:3][C:2]([CH3:1])=[CH:7][N:6]=2)=[N:30][CH:31]=1)([CH3:38])[CH3:37]. Procedure details: Using 4-[(5-methylpyrazin-2-yl)amino]quinazolin-6-ol, 5-(2,2-diethoxyethoxy)-2-fluoropyridine and isopropylamine, and in the same manner as in Example 31 or according to a method similar to it or according to a combination thereof with an ordinary method, the entitled compound (62 mg) was obtained as a pale yellow solid.